From a dataset of the Open Reaction Database (ORD), a public repository of structured organic reaction records. describe an organic reaction: reactants, conditions, products, and yield Starting materials: COC(=O)CCCCC(=O)Nc1ccc(C(=O)NNC(=O)OC(C)(C)C)cc1, CC(=O)O, O=C(O)C(F)(F)F, O=C1Nc2ccc(I)cc2C1=O. Product: COC(=O)CCCCC(=O)Nc1ccc(C(=O)NN=C2C(=O)Nc3ccc(I)cc32)cc1. As a reaction SMILES: [CH3:20][O:21][C:22]([CH2:23][CH2:24][CH2:25][CH2:26][C:27](=[O:28])[NH:29][c:30]1[cH:31][cH:32][c:33]([C:34](=[O:35])[NH:36][NH:37][C:38]([O:39][C:40]([CH3:41])([CH3:42])[CH3:43])=[O:44])[cH:45][cH:46]1)=[O:47].[CH3:48][C:49](=[O:50])[OH:51].[F:13][C:14]([F:15])([F:16])[C:17]([OH:18])=[O:19].[I:1][c:2]1[cH:3][c:4]2[c:8]([cH:9][cH:10]1)[NH:7][C:6](=[O:11])[C:5]2=[O:12]>>[I:1][c:2]1[cH:3][c:4]2[c:8]([cH:9][cH:10]1)[NH:7][C:6](=[O:11])[C:5]2=[N:37][NH:36][C:34]([c:33]1[cH:32][cH:31][c:30]([NH:29][C:27]([CH2:26][CH2:25][CH2:24][CH2:23][C:22]([O:21][CH3:20])=[O:47])=[O:28])[cH:46][cH:45]1)=[O:35].